Dataset: the Open Reaction Database (ORD), a public repository of structured organic reaction records. Task: describe an organic reaction: reactants, conditions, products, and yield The reactants are C(C)(C)(C)N1N=C(C=C1CCC=O)CCC (3-(1-tert-butyl-3-propyl-1H-pyrazol-5-yl)propanal), [BH-](OC(=O)C)(OC(=O)C)OC(=O)C.[Na+] (NaBH(OAc)3), CC1N(CCNC1)C=1C=C(C=CC1)C (2-methyl-1-m-tolylpiperazine), CCN(C(C)C)C(C)C (DIPEA). The product is C(C)(C)(C)N1N=C(C=C1CCCN1CC(N(CC1)C=1C=C(C=CC1)C)C)CCC (4-(3-(1-tert-butyl-3-propyl-1H-pyrazol-5-yl)propyl)-2-methyl-1-m-tolylpiperazine). Reaction SMILES: [C:1]([N:5]1[C:9]([CH2:10][CH2:11][CH:12]=O)=[CH:8][C:7]([CH2:14][CH2:15][CH3:16])=[N:6]1)([CH3:4])([CH3:3])[CH3:2].[CH3:17][CH:18]1[CH2:23][NH:22][CH2:21][CH2:20][N:19]1[C:24]1[CH:25]=[C:26]([CH3:30])[CH:27]=[CH:28][CH:29]=1.CCN(C(C)C)C(C)C.[BH-](OC(C)=O)(OC(C)=O)OC(C)=O.[Na+]>>[C:1]([N:5]1[C:9]([CH2:10][CH2:11][CH2:12][N:22]2[CH2:21][CH2:20][N:19]([C:24]3[CH:25]=[C:26]([CH3:30])[CH:27]=[CH:28][CH:29]=3)[CH:18]([CH3:17])[CH2:23]2)=[CH:8][C:7]([CH2:14][CH2:15][CH3:16])=[N:6]1)([CH3:4])([CH3:3])[CH3:2] |f:3.4|. Procedure: 190 mg (98%) of target compound was obtained by using a method same as in Example 1 by using 3-(1-tert-butyl-3-propyl-1H-pyrazol-5-yl)propanal (100 mg, 0.450 mmol), 2-methyl-1-m-tolylpiperazine (86 mg, 0.450 mmol), DIPEA (0.118 mL, 0.675 mmol) and NaBH(OAc)3 (286 mg, 1.350 mmol). Starting materials: N(=O)[O-].[Na+] (Sodium nitrite), [OH-].[NH4+] (ammonium hydroxide), BrBr (Bromine), NC=1C=C2C(=NC1)C(C1=C(OC2)C=C(C=C1)Cl)=C1CCN(CC1)C(=O)OCC (ethyl 4-(3-amino-8-chloro-5,11-dihydro[1]benzoxepino[4,3-b]pyridin-11-ylidene)-1-piperidine-carboxylate). Solvent: O (water), Br (hydrobromic acid). Conditions: temperature 0 celsius, time 1 hour. Yields the product BrC=1C=C2C(=NC1)C(C1=C(OC2)C=C(C=C1)Cl)=C1CCN(CC1)C(=O)OCC (ethyl 4-(3-bromo-8-chloro-5,11-dihydro[1]benz-oxepino[4,3-b]pyridin-11-ylidene)-1-piperidine-carboxylate). The yield is 57.5%. Reaction SMILES: [Br:1]Br.N[C:4]1[CH:5]=[C:6]2[CH2:14][O:13][C:12]3[CH:15]=[C:16]([Cl:19])[CH:17]=[CH:18][C:11]=3[C:10](=[C:20]3[CH2:25][CH2:24][N:23]([C:26]([O:28][CH2:29][CH3:30])=[O:27])[CH2:22][CH2:21]3)[C:7]2=[N:8][CH:9]=1.N([O-])=O.[Na+].[OH-].[NH4+]>Br.O>[Br:1][C:4]1[CH:5]=[C:6]2[CH2:14][O:13][C:12]3[CH:15]=[C:16]([Cl:19])[CH:17]=[CH:18][C:11]=3[C:10](=[C:20]3[CH2:25][CH2:24][N:23]([C:26]([O:28][CH2:29][CH3:30])=[O:27])[CH2:22][CH2:21]3)[C:7]2=[N:8][CH:9]=1 |f:2.3,4.5|. Procedure details: Bromine (1.0 ml, 19.4 mmol) was added to a suspension of ethyl 4-(3-amino-8-chloro-5,11-dihydro[1]benzoxepino[4,3-b]pyridin-11-ylidene)-1-piperidine-carboxylate (1.5 g, 3.75 mmol) in hydrobromic acid (150 ml) at 0° C. for 10 minutes. Sodium nitrite (0.7 g, 10.14 mmol) in water (5 ml) was added at 0° C., and the mixture was stirred at 0° C. for 1 hour and then at 20° C. for 2 hours. The reaction mixture was poured onto ice (200 g), basified with concentrated ammonium hydroxide and extracted with ...